This data is from the Open Reaction Database (ORD), a public repository of structured organic reaction records. The task is: describe an organic reaction: reactants, conditions, products, and yield Reactants: Cl.N[C@H]1CC[C@H](CC1)NC(=O)C1=C(NC2=C1N=CN=C2C2=C(C=CC=1OCOC12)OCC1CC1)C (N-(cis-4-aminocyclohexyl)-4-[5-(cyclopropylmethoxy)-1,3-benzodioxol-4-yl]-6-methyl-5H-pyrrolo[3,2-d]pyrimidine-7-carboxamide hydrochloride), C(CC)(=O)Cl (propionyl chloride). Procedure details: Starting from N-(cis-4-aminocyclohexyl)-4-[5-(cyclopropylmethoxy)-1,3-benzodioxol-4-yl]-6-methyl-5H-pyrrolo[3,2-d]pyrimidine-7-carboxamide hydrochloride (example D.f3) and commercially available propionyl chloride the title compound is obtained as colorless solid. Reaction SMILES: Cl.[NH2:2][C@@H:3]1[CH2:8][CH2:7][C@H:6]([NH:9][C:10]([C:12]2[C:16]3[N:17]=[CH:18][N:19]=[C:20]([C:21]4[C:29]5[O:28][CH2:27][O:26][C:25]=5[CH:24]=[CH:23][C:22]=4[O:30][CH2:31][CH:32]4[CH2:34][CH2:33]4)[C:15]=3[NH:14][C:13]=2[CH3:35])=[O:11])[CH2:5][CH2:4]1.[C:36](Cl)(=[O:39])[CH2:37][CH3:38]>>[CH:32]1([CH2:31][O:30][C:22]2[CH:23]=[CH:24][C:25]3[O:26][CH2:27][O:28][C:29]=3[C:21]=2[C:20]2[C:15]3[NH:14][C:13]([CH3:35])=[C:12]([C:10]([NH:9][C@H:6]4[CH2:7][CH2:8][C@@H:3]([NH:2][C:36](=[O:39])[CH2:37][CH3:38])[CH2:4][CH2:5]4)=[O:11])[C:16]=3[N:17]=[CH:18][N:19]=2)[CH2:34][CH2:33]1 |f:0.1|. The product is C1(CC1)COC1=C(C2=C(OCO2)C=C1)C=1C2=C(N=CN1)C(=C(N2)C)C(=O)N[C@@H]2CC[C@@H](CC2)NC(CC)=O (4-[5-(Cyclopropylmethoxy)-1,3-benzodioxol-4-yl]-6-methyl-N-[cis-4-(propionylamino)cyclohexyl]-5H-pyrrolo[3,2-d]pyrimidine-7-carboxamide). Starting materials: C(CCC)NC1=NC(=C2N=CNC2=N1)N (N2-butyl-9H-purine-2,6-diamine), C(=O)([O-])[O-].[K+].[K+] (K2CO3), BrCC=1C=C(CP(OCC)(=O)C)C=CC1 (ethyl 3-(bromomethyl)benzyl(methyl)phosphinate). Solvent: CN(C)C=O (DMF). Product: NC1=C2N=CN(C2=NC(=N1)NCCCC)CC=1C=C(C=CC1)CP(OCC)(=O)C (ethyl (3-((6-amino-2-(butylamino)-9H-purin-9-yl)methyl)phenyl)methyl(methyl)phosphinate). Yield: 49.6%. Reaction SMILES: [CH2:1]([NH:5][C:6]1[N:14]=[C:13]2[C:9]([N:10]=[CH:11][NH:12]2)=[C:8]([NH2:15])[N:7]=1)[CH2:2][CH2:3][CH3:4].C([O-])([O-])=O.[K+].[K+].Br[CH2:23][C:24]1[CH:25]=[C:26]([CH:34]=[CH:35][CH:36]=1)[CH2:27][P:28]([CH3:33])(=[O:32])[O:29][CH2:30][CH3:31]>CN(C=O)C>[NH2:15][C:8]1[N:7]=[C:6]([NH:5][CH2:1][CH2:2][CH2:3][CH3:4])[N:14]=[C:13]2[C:9]=1[N:10]=[CH:11][N:12]2[CH2:23][C:24]1[CH:25]=[C:26]([CH2:27][P:28]([CH3:33])(=[O:32])[O:29][CH2:30][CH3:31])[CH:34]=[CH:35][CH:36]=1 |f:1.2.3|. Procedure details: A mixture of 64 (300.0 mg, 1.45 mmol) and K2CO3 (200.0 mg, 1.45 mmol) was dissolved in DMF (5 mL) and to it was added 65 (420.0 mg, 1.45 mmol). The mixture was left to stir over night at room temperature, solvent was evaporated by rotary evaporation. The remaining solid was taken up in water and the product extracted with DCM (3×50 mL). Combined organic layers were washed with water (1×50 mL) and brine (2×50 mL) and dried over Na2SO4. Product was purified by flash column eluting 0-20% methanol i...